From a dataset of the Open Reaction Database (ORD), a public repository of structured organic reaction records. describe an organic reaction: reactants, conditions, products, and yield The reactants are C(C)(C)(C)OC(=O)N1CC(CC1)NC(=O)C=1SC=CC1NC1=C2C(=NC=C1)NC=C2 (3-{[3-(1H-Pyrrolo[2,3-b]pyridin-4-ylamino)-thiophene-2-carbonyl]-amino}-pyrrolidine-1-carboxylic acid tert-butyl ester), N[C@H](CC#N)C1=CC=CC=C1 ((3R)-3-amino-3-phenylpropanenitrile). Yields the product C(#N)C[C@H](C1=CC=CC=C1)NC(=O)C=1SC=CC1NC1=C2C(=NC=C1)NC=C2 (3-(1H-Pyrrolo[2,3-b]pyridin-4-ylamino)-thiophene-2-carboxylic acid ((R)-2-cyano-1-phenyl-ethyl)-amide). As a reaction SMILES: C(OC([N:8]1[CH2:12][CH2:11][CH:10]([NH:13][C:14]([C:16]2[S:17][CH:18]=[CH:19][C:20]=2[NH:21][C:22]2[CH:27]=[CH:26][N:25]=[C:24]3[NH:28][CH:29]=[CH:30][C:23]=23)=[O:15])[CH2:9]1)=O)(C)(C)C.N[C@@H:32]([C:36]1C=CC=C[CH:37]=1)[CH2:33][C:34]#N>>[C:12]([CH2:11][C@@H:10]([NH:13][C:14]([C:16]1[S:17][CH:18]=[CH:19][C:20]=1[NH:21][C:22]1[CH:27]=[CH:26][N:25]=[C:24]2[NH:28][CH:29]=[CH:30][C:23]=12)=[O:15])[C:9]1[CH:37]=[CH:36][CH:32]=[CH:33][CH:34]=1)#[N:8]. Procedure: This compound was prepared in an analogous manner as 3-{[3-(1H-Pyrrolo[2,3-b]pyridin-4-ylamino)-thiophene-2-carbonyl]-amino}-pyrrolidine-1-carboxylic acid tert-butyl ester using (3R)-3-amino-3-phenylpropanenitrile (Organic Synthesis 2008, 85, 219-230) instead of 1-BOC-3-aminopyrrolidine. LCMS (ESI) 388 (M+H) 1H NMR (400 MHz, DMSO-d6) δ ppm 11.55 (1H, br. s.) 10.24 (1H, s) 8.79 (1H, d, J=8.44 Hz) 8.02 (1H, d, J=5.42 Hz) 7.85 (1H, d, J=5.47 Hz) 7.51 (1H, d, J=5.47 Hz) 7.44 (2H, d, J=7.18 Hz) 7.22-... Starting materials: C1(=CC=CC=C1)C1=C(C(=O)Cl)C=CC=C1 (o-phenylbenzoic acid chloride), NC1=CC=C(C(=O)N2CCC(C(C3=C2C=CC=C3)=O)(F)F)C=C1 (1-(4-Aminobenzoyl)-4,4-difluoro-2,3,4,5-tetrahydro-1H-1-benzazepin-5-one), N1=CC=CC=C1 (pyridine). Run in C(Cl)Cl (methylene chloride), C(Cl)Cl (methylene chloride). Conditions: time 1 hour. Product: FC1(CCN(C2=C(C1=O)C=CC=C2)C(C2=CC=C(C=C2)NC(C2=C(C=CC=C2)C2=CC=CC=C2)=O)=O)F (4,4-difluoro-1-[4-(2-phenylbenzoylamino)benzoyl]-2,3,4,5-tetrahydro-1H-1-benzazepin-5-one). Reaction SMILES: [NH2:1][C:2]1[CH:23]=[CH:22][C:5]([C:6]([N:8]2[C:14]3[CH:15]=[CH:16][CH:17]=[CH:18][C:13]=3[C:12](=[O:19])[C:11]([F:21])([F:20])[CH2:10][CH2:9]2)=[O:7])=[CH:4][CH:3]=1.N1C=CC=CC=1.[C:30]1([C:36]2[CH:44]=[CH:43][CH:42]=[CH:41][C:37]=2[C:38](Cl)=[O:39])[CH:35]=[CH:34][CH:33]=[CH:32][CH:31]=1>C(Cl)Cl>[F:20][C:11]1([F:21])[C:12](=[O:19])[C:13]2[CH:18]=[CH:17][CH:16]=[CH:15][C:14]=2[N:8]([C:6](=[O:7])[C:5]2[CH:22]=[CH:23][C:2]([NH:1][C:38](=[O:39])[C:37]3[CH:41]=[CH:42][CH:43]=[CH:44][C:36]=3[C:30]3[CH:31]=[CH:32][CH:33]=[CH:34][CH:35]=3)=[CH:3][CH:4]=2)[CH2:9][CH2:10]1. Reported procedure: 1-(4-Aminobenzoyl)-4,4-difluoro-2,3,4,5-tetrahydro-1H-1-benzazepin-5-one (200 mg) and 5 ml of pyridine were dissolved in 10 ml of methylene chloride, and 10 ml of a methylene chloride solution containing the o-phenylbenzoic acid chloride obtained above was added dropwise under ice-cooling. After 1 hour of stirring at room temperature, the solvent was evaporated under a reduced pressure, and the thus obtained residue was dissolved in ethyl acetate and washed with saturated sodium carbonate aqueou... Reactants: BrC1=CC=C2C=C(N=CC2=C1)NC(=O)C1CC1 (N-(7-bromoisoquinolin-3-yl)cyclopropanecarboxamide), C1=NC(=CC2=CC=CC=C12)N (isoquinolin-3-amine). Yields the product C1=NC(=CC2=CC=CC=C12)NC(=O)C1CC1 (N-(isoquinolin-3-yl)cyclopropanecarboxamide). Reaction SMILES: Br[C:2]1[CH:11]=[C:10]2[C:5]([CH:6]=[C:7]([NH:12][C:13]([CH:15]3[CH2:17][CH2:16]3)=[O:14])[N:8]=[CH:9]2)=[CH:4][CH:3]=1.C1C2C(=CC=CC=2)C=C(N)N=1>>[CH:9]1[C:10]2[C:5](=[CH:4][CH:3]=[CH:2][CH:11]=2)[CH:6]=[C:7]([NH:12][C:13]([CH:15]2[CH2:16][CH2:17]2)=[O:14])[N:8]=1. Reported procedure: The title compound was synthesized following the same method as described for the synthesis of N-(7-bromoisoquinolin-3-yl)cyclopropanecarboxamide, using commercially available isoquinolin-3-amine instead of 7-bromo-isoquinolin-3-amine. LCMS (ESI): RT (min)=3.537, M+H=213.1, method=E; 1H NMR (400 MHz, DMSO-d6) δ 10.89 (s, 1H), 9.14 (s, 1H), 8.45 (s, 1H), 8.04 (d, J=8.2 Hz, 1H), 7.85 (d, J=8.3 Hz, 1H), 7.69 (t, J=7.5 Hz, 1H), 7.51 (t, J=7.5 Hz, 1H), 2.06 (d, J=4.4 Hz, 1H), 0.89-0.77 (m, 4H). Starting materials: substituted benzyl amines, C(=O)([O-])[O-].[Na+].[Na+] (Na2CO3), N1[C@H](CCC1)C(=O)N[C@@H](C)C1=CC=C(C(=O)OC)C=C1 (methyl 4-((S)-1-((R)-pyrrolidine-2-carboxamido)ethyl)benzoate), FC(C1=CC=C(CBr)C=C1)(F)F (4-(trifluoromethyl)-benzylbromide). Product: FC(C1=CC=C(CN2[C@H](CCC2)C(=O)N[C@@H](C)C2=CC=C(C(=O)OC)C=C2)C=C1)(F)F (methyl 4-((S)-1-((R)-1-(4-(trifluoromethyl)benzyl)pyrrolidine-2-carboxamido)ethyl)benzoate). RXN SMILES: [NH:1]1[CH2:5][CH2:4][CH2:3][C@@H:2]1[C:6]([NH:8][C@H:9]([C:11]1[CH:20]=[CH:19][C:14]([C:15]([O:17][CH3:18])=[O:16])=[CH:13][CH:12]=1)[CH3:10])=[O:7].[F:21][C:22]([F:32])([F:31])[C:23]1[CH:30]=[CH:29][C:26]([CH2:27]Br)=[CH:25][CH:24]=1.C([O-])([O-])=O.[Na+].[Na+]>>[F:21][C:22]([F:31])([F:32])[C:23]1[CH:30]=[CH:29][C:26]([CH2:27][N:1]2[CH2:5][CH2:4][CH2:3][C@@H:2]2[C:6]([NH:8][C@H:9]([C:11]2[CH:12]=[CH:13][C:14]([C:15]([O:17][CH3:18])=[O:16])=[CH:19][CH:20]=2)[CH3:10])=[O:7])=[CH:25][CH:24]=1 |f:2.3.4|. Procedure: The title compound (D144) (60 mg) was prepared according to the general procedure for substituted benzyl amines preparation starting from methyl 4-((S)-1-((R)-pyrrolidine-2-carboxamido)ethyl)benzoate (D103) (50 mg) and and 4-(trifluoromethyl)-benzylbromide (0.056 ml). (Na2CO3; reaction time: 5 hrs; 70° C.).